From a dataset of the Open Reaction Database (ORD), a public repository of structured organic reaction records. describe an organic reaction: reactants, conditions, products, and yield Reactants: C([O-])(O)=O.[Na+] (sodium bicarbonate), C(C1=CC=CC=C1)ON1C2CCC(N(C1=O)C2)C(=O)O ((2SR,5RS)-6-(benzyloxy)-7-oxo-1,6-diazabicyclo[3.2.1]octane-2-carboxylic acid), C(C1=CC=CC=C1)(=O)NN (benzohydrazide), [I-].ClC1=[N+](C=CC=C1)C (2-chloro-1-methylpyridine-1-ium iodide). Solvent: O1CCCC1 (tetrahydrofuran), C(C)N(CC)CC (triethylamine). Conditions: time 8 hour. Product: C(C1=CC=CC=C1)(=O)NNC(=O)C1N2C(N(C(CC1)C2)OCC2=CC=CC=C2)=O ((2SR,5RS)—N′-Benzoyl-6-benzyloxy-7-oxo-1,6-diazabicyclo[3.2.1]octane-2-carbohydrazide). Isolated yield 86.6%. RXN SMILES: [CH2:1]([O:8][N:9]1[C:15](=[O:16])[N:14]2[CH2:17][CH:10]1[CH2:11][CH2:12][CH:13]2[C:18]([OH:20])=O)[C:2]1[CH:7]=[CH:6][CH:5]=[CH:4][CH:3]=1.[C:21]([NH:29][NH2:30])(=[O:28])[C:22]1[CH:27]=[CH:26][CH:25]=[CH:24][CH:23]=1.[I-].ClC1C=CC=C[N+]=1C.C(=O)(O)[O-].[Na+]>O1CCCC1.C(N(CC)CC)C>[C:21]([NH:29][NH:30][C:18]([CH:13]1[CH2:12][CH2:11][CH:10]2[CH2:17][N:14]1[C:15](=[O:16])[N:9]2[O:8][CH2:1][C:2]1[CH:3]=[CH:4][CH:5]=[CH:6][CH:7]=1)=[O:20])(=[O:28])[C:22]1[CH:27]=[CH:26][CH:25]=[CH:24][CH:23]=1 |f:2.3,4.5|. Reported procedure: To a solution of (2SR,5RS)-6-(benzyloxy)-7-oxo-1,6-diazabicyclo[3.2.1]octane-2-carboxylic acid (100.0 mg, 0.36 mmol) and benzohydrazide (54.2 mg) in tetrahydrofuran (4 mL) were added triethylamine (231 μL) and 2-chloro-1-methylpyridine-1-ium iodide (138.7 mg), followed by stirring at room temperature overnight. To the reaction solution was added saturated sodium bicarbonate aqueous solution, followed by extracting with chloroform. The organic layer was dried over sodium sulfate and then concentr...